Dataset: the Open Reaction Database (ORD), a public repository of structured organic reaction records. Task: describe an organic reaction: reactants, conditions, products, and yield Reactants: C(CCC)N(C(=O)C=1N=C(N(C1)C)C1=C(C=C(C(=O)O)C=C1)C(=O)N1CC2=CC=CC=C2CC1)CCCC (4-(4-(dibutylcarbamoyl)-1-methyl-1H-imidazol-2-yl)-3-(1,2,3,4-tetrahydroisoquinoline-2-carbonyl)benzoic acid), C(CCC)N(C(=O)C=1N=C(N(C1)C)C1=C(C=C(C(=O)O)C=C1)C(=O)N1CC2=CC=CC=C2CC1)CCCC (4-(4-(dibutylcarbamoyl)-1-methyl-1H-imidazol-2-yl)-3-(1,2,3,4-tetrahydroisoquinoline-2-carbonyl)benzoic acid), IC=1C=CC=C2C=CC(=CC12)S(=O)(=O)N (8-iodonaphthalene-2-sulfonamide), IC=1C=CC=C2C=CC(=CC12)S(=O)(=O)N (8-iodonaphthalene-2-sulfonamide). Product: C(CCC)N(C(=O)C=1N=C(N(C1)C)C1=C(C=C(C=C1)C(NS(=O)(=O)C1=CC2=C(C=CC=C2C=C1)I)=O)C(=O)N1CC2=CC=CC=C2CC1)CCCC (N,N-Dibutyl-2-(4-(8-iodonaphthalen-2-ylsulfonylcarbamoyl)-2-(1,2,3,4-tetrahydroisoquinoline-2-carbonyl)phenyl)-1-methyl-1H-imidazole-4-carboxamide). The yield is 14.7%. As a reaction SMILES: [CH2:1]([N:5]([CH2:35][CH2:36][CH2:37][CH3:38])[C:6]([C:8]1[N:9]=[C:10]([C:14]2[CH:22]=[CH:21][C:17]([C:18](O)=[O:19])=[CH:16][C:15]=2[C:23]([N:25]2[CH2:34][CH2:33][C:32]3[C:27](=[CH:28][CH:29]=[CH:30][CH:31]=3)[CH2:26]2)=[O:24])[N:11]([CH3:13])[CH:12]=1)=[O:7])[CH2:2][CH2:3][CH3:4].[I:39][C:40]1[CH:41]=[CH:42][CH:43]=[C:44]2[C:49]=1[CH:48]=[C:47]([S:50]([NH2:53])(=[O:52])=[O:51])[CH:46]=[CH:45]2>>[CH2:1]([N:5]([CH2:35][CH2:36][CH2:37][CH3:38])[C:6]([C:8]1[N:9]=[C:10]([C:14]2[CH:22]=[CH:21][C:17]([C:18](=[O:19])[NH:53][S:50]([C:47]3[CH:46]=[CH:45][C:44]4[C:49](=[C:40]([I:39])[CH:41]=[CH:42][CH:43]=4)[CH:48]=3)(=[O:51])=[O:52])=[CH:16][C:15]=2[C:23]([N:25]2[CH2:34][CH2:33][C:32]3[C:27](=[CH:28][CH:29]=[CH:30][CH:31]=3)[CH2:26]2)=[O:24])[N:11]([CH3:13])[CH:12]=1)=[O:7])[CH2:2][CH2:3][CH3:4]. Procedure: Following a procedure analogous to that for the synthesis of Example 265, 4-(4-(dibutylcarbamoyl)-1-methyl-1H-imidazol-2-yl)-3-(1,2,3,4-tetrahydroisoquinoline-2-carbonyl)benzoic acid (Intermediate 264L, 45 mg, 0.09 mmol) and 8-iodonaphthalene-2-sulfonamide (Intermediate 6, 72 mg, 0.21 mmol) were converted to the title compound (11 mg, 15%). 1H NMR (CD3OD, 1:1 mixture of amide rotamers) δ 8.93 (s, 1H), 8.26 (d, J=7.2 Hz, 1H), 8.15 (dd, J=8.8, 1.6 Hz, 2H), 8.05-8.02 (m, 3H), 7.69 (dd, J=15.6, 8.0 ... The reactants are C(C)(C)C=1C=CC2=C(C(C(=CO2)C#N)=O)C1 (6-isopropyl-4-oxo-4H-1-benzopyran-3-carbonitrile), BrN1C(CCC1=O)=O (N-bromosuccinimide). Solvent: C(Cl)(Cl)(Cl)Cl (carbon tetrachloride). Product: BrC(C)(C)C=1C=CC2=C(C(C(=CO2)C#N)=O)C1 (6-(1-bromo-1-methylethyl)-4-oxo-4H-1-benzopyran-3-carbonitrile). Yield: 48.0%. As a reaction SMILES: [CH:1]([C:4]1[CH:5]=[CH:6][C:7]2[O:12][CH:11]=[C:10]([C:13]#[N:14])[C:9](=[O:15])[C:8]=2[CH:16]=1)([CH3:3])[CH3:2].[Br:17]N1C(=O)CCC1=O>C(Cl)(Cl)(Cl)Cl>[Br:17][C:1]([C:4]1[CH:5]=[CH:6][C:7]2[O:12][CH:11]=[C:10]([C:13]#[N:14])[C:9](=[O:15])[C:8]=2[CH:16]=1)([CH3:3])[CH3:2]. Reported procedure: In carbon tetrachloride (300 ml) was suspended 6-isopropyl-4-oxo-4H-1-benzopyran-3-carbonitrile (10.65 g). To the suspension was added N-bromosuccinimide (8.90 g). The mixture was subjected to reflux for two hours under irradiation of infrared ray lamp (Toshiba, 100 V, 375 WR). The resultant was then cooled to room temperature, followed by removal of insolubles by filtration. The filtrate was concentrated under reduced pressure. The concentrate was dissolved in ethyl acetate (150 ml), which was ... The reactants are C1(CCCC1)OC1=C(C=CC=C1)C=1C=2[C@H]3[C@@H](NC2C=CC1)CCNCC3 ((5aS*,10bS*)-10-[2-(cyclopentyloxy)phenyl]-1,2,3,4,5,5a,6,10b-octahydroazepino[4,5-b]indole), C1(CCCC1)O (cyclopentanol). Yields the product C1(CCC1)OC1=C(C=CC=C1)C=1C=2C3=C(NC2C=CC1)CCNCC3 (10-[2-(Cyclobutyloxy)phenyl]-1,2,3,4,5,6-hexahydroazepino[4,5-b]indole). Reaction SMILES: [CH:1]1([O:6][C:7]2[CH:12]=[CH:11][CH:10]=[CH:9][C:8]=2[C:13]2[C:14]3[C@@H:15]4[CH2:26][CH2:25][NH:24][CH2:23][CH2:22][C@@H:16]4[NH:17][C:18]=3[CH:19]=[CH:20][CH:21]=2)[CH2:5][CH2:4]C[CH2:2]1.C1(O)CCCC1>>[CH:1]1([O:6][C:7]2[CH:12]=[CH:11][CH:10]=[CH:9][C:8]=2[C:13]2[C:14]3[C:15]4[CH2:26][CH2:25][NH:24][CH2:23][CH2:22][C:16]=4[NH:17][C:18]=3[CH:19]=[CH:20][CH:21]=2)[CH2:2][CH2:4][CH2:5]1. Procedure: Following the procedure for the preparation of (5aS*,10bS*)-10-[2-(cyclopentyloxy)phenyl]-1,2,3,4,5,5a,6,10b-octahydroazepino[4,5-b]indole and substituting cyclobutanol for cyclopentanol while making non-critical variations the title compound was obtained as 193 mg (37%) of a tan solid: mp 182.0-184.5° C. 1H NMR (400 MHz, CDCl3) δ 7.85 (br s, 1H), 7.35-7.28 (m, 3H), 7.18-7.14 (m, 1H), 7.04-7.00 (m, 1H), 6.94 (d, J=7.2 Hz, 1H), 6.84 (d, J=8.2 Hz, 1H), 4.63-4.56 (m, 1H), 3.10-3.07 (m, 2H), 2.98-2.... Starting materials: IC=1C=C2CN(CC2=CC1)C(C1=CC=CC=C1)(C1=CC=CC=C1)C1=CC=CC=C1 (5-Iodo-2-tritylisoindoline), C#CCCCCCC (1-octyne), Cl2Pd(PPh3)2. Reagents/catalysts: [Cu]I (CuI). The solvent is CN(C)C=O (DMF). Run at time 8 hour. The product is C(#CCCCCCC)C=1C=C2CN(CC2=CC1)C(C1=CC=CC=C1)(C1=CC=CC=C1)C1=CC=CC=C1 (5-(Oct-1-ynyl)-2-tritylisoindoline). The yield is 88.3%. As a reaction SMILES: I[C:2]1[CH:3]=[C:4]2[C:8](=[CH:9][CH:10]=1)[CH2:7][N:6]([C:11]([C:24]1[CH:29]=[CH:28][CH:27]=[CH:26][CH:25]=1)([C:18]1[CH:23]=[CH:22][CH:21]=[CH:20][CH:19]=1)[C:12]1[CH:17]=[CH:16][CH:15]=[CH:14][CH:13]=1)[CH2:5]2.[CH:30]#[C:31][CH2:32][CH2:33][CH2:34][CH2:35][CH2:36][CH3:37]>CN(C=O)C.[Cu]I>[C:30]([C:2]1[CH:3]=[C:4]2[C:8](=[CH:9][CH:10]=1)[CH2:7][N:6]([C:11]([C:18]1[CH:19]=[CH:20][CH:21]=[CH:22][CH:23]=1)([C:12]1[CH:13]=[CH:14][CH:15]=[CH:16][CH:17]=1)[C:24]1[CH:25]=[CH:26][CH:27]=[CH:28][CH:29]=1)[CH2:5]2)#[C:31][CH2:32][CH2:33][CH2:34][CH2:35][CH2:36][CH3:37]. Procedure details: A mixture of the product of Step C (0.2 g; 0.41 mmol), 1-octyne (0.091 ml; 0.62 mmol), Cl2Pd(PPh3)2 (0.02 g; 0.028 mmol) and CuI (0.005 g; 0.026 mmol) in anhydrous DMF (2 ml) was degassed under reduced pressure and saturated with dry N2. After addition of DIPEA (0.5 ml), the resulting mixture was stirred overnight at room temperature under N2. The solvents were removed in vacuo and the residue was diluted to 15 ml with EtOAc and washed with 5% citric acid, 5% NaHCO3, H2O, brine and dried over an... As a reaction SMILES: [CH3:1][c:2]1[c:3]([N:9]([OH:10])[C:11](=[O:12])[O:13][CH3:14])[c:4]([CH3:8])[cH:5][cH:6][cH:7]1.[CH3:21][O:22][S:23]([O:24][CH3:25])(=[O:26])=[O:27].[CH3:29][C:30](=[O:31])[CH3:32].[Cl:33][CH2:34][Cl:35].[K+:15].[K+:16].[NH3:28].[O-:17][C:18]([O-:19])=[O:20]>>[CH3:1][c:2]1[c:3]([N:9]([O:10][CH3:18])[C:11](=[O:12])[O:13][CH3:14])[c:4]([CH3:8])[cH:5][cH:6][cH:7]1. The product is COC(=O)N(OC)c1c(C)cccc1C. The reactants are COC(=O)N(O)c1c(C)cccc1C, COS(=O)(=O)OC, CC(C)=O, ClCCl, [K+], [K+], N, O=C([O-])[O-]. Reactants: C(C)OC(=O)C=1N=C(N(C1)C1=C(C=CC=C1Cl)Cl)C=1SC(=CC1)C1=CC(=CC=C1)S(=O)(=O)C (1-(2,6-dichlorophenyl)-2-[5-(3-methanesulfonyl-phenyl)-thiophen-2-yl]-1H-imidazole-4-carboxylic acid ethyl ester), solution, C[Mg]Br (methylmagnesium bromide), CCOCC (Et2O). Run in C1CCOC1 (THF). The product is ClC1=C(C(=CC=C1)Cl)N1C(=NC(=C1)C(C)(C)O)C=1SC(=CC1)C1=CC(=CC=C1)S(=O)(=O)C (2-{1-(2,6-dichlorophenyl)-2-[5-(3-methanesulfonyl-phenyl)-thiophen-2-yl]-1H-imidazol-4-yl}-propan-2-ol). RXN SMILES: C(OC([C:6]1[N:7]=[C:8]([C:19]2[S:20][C:21]([C:24]3[CH:29]=[CH:28][CH:27]=[C:26]([S:30]([CH3:33])(=[O:32])=[O:31])[CH:25]=3)=[CH:22][CH:23]=2)[N:9]([C:11]2[C:16]([Cl:17])=[CH:15][CH:14]=[CH:13][C:12]=2[Cl:18])[CH:10]=1)=O)C.[CH3:34][Mg]Br.CC[O:39][CH2:40][CH3:41]>C1COCC1>[Cl:17][C:16]1[CH:15]=[CH:14][CH:13]=[C:12]([Cl:18])[C:11]=1[N:9]1[CH:10]=[C:6]([C:40]([OH:39])([CH3:41])[CH3:34])[N:7]=[C:8]1[C:19]1[S:20][C:21]([C:24]2[CH:29]=[CH:28][CH:27]=[C:26]([S:30]([CH3:33])(=[O:32])=[O:31])[CH:25]=2)=[CH:22][CH:23]=1. Procedure details: To a stirred solution of 1-(2,6-dichlorophenyl)-2-[5-(3-methanesulfonyl-phenyl)-thiophen-2-yl]-1H-imidazole-4-carboxylic acid ethyl ester (300 mg, 0.58 mmol) in THF (3 mL) at 0° C. was added a 3.0M solution of methylmagnesium bromide in Et2O (0.80 mL, 2.4 mmol). After addition was completed the flask was removed from the ice-water bath and allowed to warm to ambient temperature. Starting materials: NC1=NC=C(N=C1N1C[C@@H](N(CC1)C(=O)OC(C)(C)C)CC1=CC=CC=C1)Br (2-amino-5-bromo-3-[(S)-4-Boc-3-benzylpiperazinyl]pyrazine), solution, CC(C)([O-])C.[K+] (potassium t-butoxide), IC (iodomethane), C(C)(=O)OCC (Ethyl acetate). The solvent is O1CCOCC1 (dioxane). Conditions: time 10 minute. Yields the product C(=O)(OC(C)(C)C)N1[C@H](CN(CC1)C=1C(=NC=C(N1)Br)NC)CC1=CC=CC=C1 (3-[(S)4-Boc-3-benzylpiperazinyl]-5-bromo-2-methylaminopyrazine). Isolated yield 309.9%. RXN SMILES: [NH2:1][C:2]1[C:7]([N:8]2[CH2:13][CH2:12][N:11]([C:14]([O:16][C:17]([CH3:20])([CH3:19])[CH3:18])=[O:15])[C@@H:10]([CH2:21][C:22]3[CH:27]=[CH:26][CH:25]=[CH:24][CH:23]=3)[CH2:9]2)=[N:6][C:5]([Br:28])=[CH:4][N:3]=1.[CH3:29]C(C)([O-])C.[K+].IC.C(OCC)(=O)C>O1CCOCC1>[C:14]([N:11]1[CH2:12][CH2:13][N:8]([C:7]2[C:2]([NH:1][CH3:29])=[N:3][CH:4]=[C:5]([Br:28])[N:6]=2)[CH2:9][C@@H:10]1[CH2:21][C:22]1[CH:23]=[CH:24][CH:25]=[CH:26][CH:27]=1)([O:16][C:17]([CH3:19])([CH3:20])[CH3:18])=[O:15] |f:1.2|. Reported procedure: To a solution of 2-amino-5-bromo-3-[(S)4-Boc-3-benzylpiperazinyl]pyrazine 108 (140 mg, 0.313 mmol) in anhydrous dioxane (3 mL) was added a 1 M solution of potassium t-butoxide (0.34 mL, 0.34 mmol). The reaction mixture was stirred at room temperature for 10 minutes and iodomethane (89 mg, 0.627 mmol) was added. The reaction mixture was stirred at room temperature for 2 hours. Ethyl acetate (100 mL) was added. The organic layer was washed with water and brine. The organic layer was dried over sod... Reactants: C(C)N1CCN(CC1)C1=CC=C(N)C=C1 (4-(4-ethylpiperazin-1-yl)-aniline), C(C)N1CCN(CC1)C=1C=C(C=CC1)NC(=O)C=1C=2N=CC=NC2C(=CC1)C1=C(C=CC(=C1)OC)Cl (8-(2-Chloro-5-methoxy-phenyl)-quinoxaline-5-carboxylic acid [3-(4-ethyl-piperazin-1-yl)-phenyl]-amide). Product: C(C)N1CCN(CC1)C1=CC=C(C=C1)NC(=O)C=1C=2N=CC=NC2C(=CC1)C1=C(C=CC(=C1)OC)Cl (8-(2-Chloro-5-methoxy-phenyl)-quinoxaline-5-carboxylic acid [4-(4-ethyl-piperazin-1-yl)-phenyl]-amide). Reaction SMILES: [CH2:1]([N:3]1[CH2:8][CH2:7][N:6]([C:9]2[CH:15]=[CH:14][C:12]([NH2:13])=[CH:11][CH:10]=2)[CH2:5][CH2:4]1)[CH3:2].C(N1CCN(C2C=C(N[C:31]([C:33]3[C:34]4[N:35]=[CH:36][CH:37]=[N:38][C:39]=4[C:40]([C:43]4[CH:48]=[C:47]([O:49][CH3:50])[CH:46]=[CH:45][C:44]=4[Cl:51])=[CH:41][CH:42]=3)=[O:32])C=CC=2)CC1)C>>[CH2:1]([N:3]1[CH2:4][CH2:5][N:6]([C:9]2[CH:15]=[CH:14][C:12]([NH:13][C:31]([C:33]3[C:34]4[N:35]=[CH:36][CH:37]=[N:38][C:39]=4[C:40]([C:43]4[CH:48]=[C:47]([O:49][CH3:50])[CH:46]=[CH:45][C:44]=4[Cl:51])=[CH:41][CH:42]=3)=[O:32])=[CH:11][CH:10]=2)[CH2:7][CH2:8]1)[CH3:2]. Reported procedure: The title compound was prepared in analogy to the procedure described in Step 14.1 but using 4-(4-ethylpiperazin-1-yl)-aniline (Step 1.9) and 8-(2-chloro-5-methoxy-phenyl)quinoxaline-5-carboxylic acid (Example 63). Title compound: ESI-MS: 502.1 [M]+; tR=3.50 min (System 3). The reactants are Cl.CN1CCC(CC1)C(=O)O (1-Methylpiperidine-4-carboxylic acid hydrochloride salt), S(=O)(Cl)Cl (thionyl chloride). Yields the product CN1CCC(CC1)C(=O)Cl (1-Methylpiperidine-4-carboxylic acid chloride). RXN SMILES: Cl.[CH3:2][N:3]1[CH2:8][CH2:7][CH:6]([C:9]([OH:11])=O)[CH2:5][CH2:4]1.S(Cl)([Cl:14])=O>>[CH3:2][N:3]1[CH2:8][CH2:7][CH:6]([C:9]([Cl:14])=[O:11])[CH2:5][CH2:4]1 |f:0.1|. Reported procedure: 1-Methylpiperidine-4-carboxylic acid hydrochloride salt 10 g (55.7 mmol) was added to thionyl chloride (25 ml) and resulting mixture stirred at room temperature until the solid dissolved completely. The reaction mixture was stirred for another 20 minutes and concentrated. The product was used for the next step without further purification.